The task is: describe an organic reaction: reactants, conditions, products, and yield. This data is from the Open Reaction Database (ORD), a public repository of structured organic reaction records. Reactants: BrC1=C(C(=C(N)C=C1)[N+](=O)[O-])C (4-bromo-3-methyl-2-nitroaniline), [OH-].[K+] (potassium hydroxide). Solvent: C(C)O (ethanol). Conditions: temperature 2.5 celsius, time 30 minute. The product is BrC=1C=CC=2C(=[N+](ON2)[O-])C1C (6-Bromo-7-methylbenzo[c][1,2,5]oxadiazole 1-oxide). RXN SMILES: [Br:1][C:2]1[CH:8]=[CH:7][C:5]([NH2:6])=[C:4]([N+:9]([O-:11])=[O:10])[C:3]=1[CH3:12].[OH-].[K+]>C(O)C>[Br:1][C:2]1[CH:8]=[CH:7][C:5]2[C:4]([C:3]=1[CH3:12])=[N+:9]([O-:11])[O:10][N:6]=2 |f:1.2|. Procedure: 4-bromo-3-methyl-2-nitroaniline (8.2 g, 36 mmol) was stirred in 150 mL ethanol, treated with potassium hydroxide solution (4.4 g, 45 wt. %, 36 mmol) to produce an orange solution. After cooling to 0-5° C., this solution was treated dropwise with commercial bleach solution (100 g, 5 wt. %, 67 mmol) over 30 min to produce a tan slurry. The cooling bath was removed and the mixture was stirred for 30 min more, treated with 600 mL water and the solid product was collected by filtration and washed wel... Reactants: CCOC(=O)CCC1CCCCN1S(=O)(=O)c1cc(C)c(Cl)cc1C, CO, [K+], [OH-], O. Yields the product Cc1cc(S(=O)(=O)N2CCCCC2CCC(=O)O)c(C)cc1Cl. Reaction SMILES: [CH2:3]([CH3:4])[O:5][C:6]([CH2:7][CH2:8][CH:9]1[N:10]([S:15](=[O:16])(=[O:17])[c:18]2[c:19]([CH3:26])[cH:20][c:21]([Cl:25])[c:22]([CH3:24])[cH:23]2)[CH2:11][CH2:12][CH2:13][CH2:14]1)=[O:27].[CH3:29][OH:30].[K+:2].[OH-:1].[OH2:28]>>[O:5]=[C:6]([CH2:7][CH2:8][CH:9]1[N:10]([S:15](=[O:16])(=[O:17])[c:18]2[c:19]([CH3:26])[cH:20][c:21]([Cl:25])[c:22]([CH3:24])[cH:23]2)[CH2:11][CH2:12][CH2:13][CH2:14]1)[OH:27]. Reactants: resultant precipitate, COC1=C(C=CC(=C1)OC)CNC(=O)C=1C=C(C(=O)OC)C=CC1Cl (Methyl 3-[({[2,4-bis(methyloxy)phenyl]methyl}amino)carbonyl]-4-chlorobenzoate), Cl (HCl), [Li+].[OH-] (LiOH). Run in CO (CH3OH). The product is COC1=C(C=CC(=C1)OC)CNC(=O)C=1C=C(C(=O)O)C=CC1Cl (3-[({[2,4-bis(methyloxy)phenyl]methyl}amino)carbonyl]-4-chlorobenzoic acid). Isolated yield 92.1%. RXN SMILES: [CH3:1][O:2][C:3]1[CH:8]=[C:7]([O:9][CH3:10])[CH:6]=[CH:5][C:4]=1[CH2:11][NH:12][C:13]([C:15]1[CH:16]=[C:17]([CH:22]=[CH:23][C:24]=1[Cl:25])[C:18]([O:20]C)=[O:19])=[O:14].[Li+].[OH-].Cl>CO>[CH3:1][O:2][C:3]1[CH:8]=[C:7]([O:9][CH3:10])[CH:6]=[CH:5][C:4]=1[CH2:11][NH:12][C:13]([C:15]1[CH:16]=[C:17]([CH:22]=[CH:23][C:24]=1[Cl:25])[C:18]([OH:20])=[O:19])=[O:14] |f:1.2|. Procedure: Methyl 3-[({[2,4-bis(methyloxy)phenyl]methyl}amino)carbonyl]-4-chlorobenzoate (600 mg, 1.65 mmol) dissolved in 17 mL CH3OH was treated with 16.5 mL 1N LiOH at ambient temperature for 16 h. The reaction mixture was concentrated to dryness, partitioned between EtOAc and water, the aqueous phase isolated and the pH adjusted to 2 with 6N HCl. The resultant precipitate was cooled in an ice bath with stirring, filtered, and washed with water to give 3-[({[2,4-bis(methyloxy)phenyl]methyl}amino)carbonyl... Reactants: COC(=O)c1c(I)cccc1CBr, CCOC(C)=O, Cc1ccccc1, CCCCCC, [K+], [K+], O=C([O-])[O-], NCCCc1ccccc1. Yields the product O=C1c2c(I)cccc2CN1CCCc1ccccc1. Reaction SMILES: [CH3:1][O:2][C:3]([c:4]1[c:5]([CH2:11][Br:12])[cH:6][cH:7][cH:8][c:9]1[I:10])=[O:13].[CH3:30][CH2:31][O:32][C:33](=[O:34])[CH3:35].[CH3:36][c:37]1[cH:38][cH:39][cH:40][cH:41][cH:42]1.[CH3:43][CH2:44][CH2:45][CH2:46][CH2:47][CH3:48].[K+:24].[K+:25].[O-:26][C:27]([O-:28])=[O:29].[c:14]1([CH2:20][CH2:21][CH2:22][NH2:23])[cH:15][cH:16][cH:17][cH:18][cH:19]1>>[C:3]1(=[O:13])[c:4]2[c:5]([cH:6][cH:7][cH:8][c:9]2[I:10])[CH2:11][N:23]1[CH2:22][CH2:21][CH2:20][c:14]1[cH:15][cH:16][cH:17][cH:18][cH:19]1. Reactants: [OH-].[K+] (KOH), FC1=C(C=C(C=C1OC)OC)C1=CC=C(C=2N=CC=NC12)C#N (8-(2-fluoro-3,5-dimethoxy-phenyl)-quinoxaline-5-carbonitrile), O (H2O). The solvent is C(CO)O (ethylene glycol), CCOCC.O (Et2O H2O). Conditions: temperature 150 celsius, time 5 hour. The product is FC1=C(C=C(C=C1OC)OC)C1=CC=C(C=2N=CC=NC12)C(=O)O (8-(2-Fluoro-3,5-dimethoxy-phenyl)-quinoxaline-5-carboxylic acid). Reaction SMILES: [OH-:1].[K+].[F:3][C:4]1[C:9]([O:10][CH3:11])=[CH:8][C:7]([O:12][CH3:13])=[CH:6][C:5]=1[C:14]1[C:23]2[N:22]=[CH:21][CH:20]=[N:19][C:18]=2[C:17]([C:24]#N)=[CH:16][CH:15]=1.[OH2:26]>C(O)CO.CCOCC.O>[F:3][C:4]1[C:9]([O:10][CH3:11])=[CH:8][C:7]([O:12][CH3:13])=[CH:6][C:5]=1[C:14]1[C:23]2[N:22]=[CH:21][CH:20]=[N:19][C:18]=2[C:17]([C:24]([OH:26])=[O:1])=[CH:16][CH:15]=1 |f:0.1,5.6|. Reported procedure: A solution of KOH (2.95 g, 52.7 mmol, 10 equiv) in H2O (20 mL) was added to 8-(2-fluoro-3,5-dimethoxy-phenyl)-quinoxaline-5-carbonitrile (Step 94.2) (1.63 g mg, 5.3 mmol) in ethylene glycol (20 mL). The reaction mixture was stirred at 150° C. for 5 h, allowed to cool to rt, diluted with Et2O/H2O, and extracted with Et2O. The aqueous phase was acidified to pH 3 by addition of HCl. The resulting yellow solid was collected by vacuum filtration to provide 1.71 g of the title compound: ESI-MS: 329.1 ... Starting materials: C(C)(C)(C)OC(=O)N1CCC(CC1)N(C(C1=CC(=CC=C1)C1=CC(=C(C(=C1)OC)OC)OC)=O)C1=CC=C(C=C1)OC (1-(tert-butoxycarbonyl)-4-[N-(4-methoxyphenyl)-N-[3-(3,4,5-trimethoxypheny)benzoyl]amino]piperidine), Cl (hydrogen chloride). Run in C(C)(=O)OCC (ethyl acetate), C(C)(=O)OCC (ethyl acetate). Reaction conditions: time 4 hour. The product is Cl.COC1=CC=C(C=C1)N(C(C1=CC(=CC=C1)C1=CC(=C(C(=C1)OC)OC)OC)=O)C1CCNCC1 (4-[N-(4-Methoxyphenyl)-N-[3-(3,4,5-trimethoxypheny)benzoyl]amino]piperidine Hydrochloride). As a reaction SMILES: C(OC([N:8]1[CH2:13][CH2:12][CH:11]([N:14]([C:35]2[CH:40]=[CH:39][C:38]([O:41][CH3:42])=[CH:37][CH:36]=2)[C:15](=[O:34])[C:16]2[CH:21]=[CH:20][CH:19]=[C:18]([C:22]3[CH:27]=[C:26]([O:28][CH3:29])[C:25]([O:30][CH3:31])=[C:24]([O:32][CH3:33])[CH:23]=3)[CH:17]=2)[CH2:10][CH2:9]1)=O)(C)(C)C.[ClH:43]>C(OCC)(=O)C>[ClH:43].[CH3:42][O:41][C:38]1[CH:37]=[CH:36][C:35]([N:14]([CH:11]2[CH2:12][CH2:13][NH:8][CH2:9][CH2:10]2)[C:15](=[O:34])[C:16]2[CH:21]=[CH:20][CH:19]=[C:18]([C:22]3[CH:27]=[C:26]([O:28][CH3:29])[C:25]([O:30][CH3:31])=[C:24]([O:32][CH3:33])[CH:23]=3)[CH:17]=2)=[CH:40][CH:39]=1 |f:3.4|. Reported procedure: 1-(tert-butoxycarbonyl)-4-[N-(4-methoxyphenyl)-N-[3-(3,4,5-trimethoxypheny)benzoyl]amino]piperidine (416 mg) in ethyl acetate (5 mL) was added 4 M hydrogen chloride in ethyl acetate (5 mL). The mixture was stirred at room temperature for 4 hr, resulting precipitates were collected and washed with ethyl acetate on a funnel to give the title compound. The reactants are NC(=O)CCCSc1cccc(Br)n1, N, O. The product is NC(=O)CCCSc1cccc(N)n1. Reaction SMILES: [Br:1][c:2]1[n:3][c:4]([S:8][CH2:9][CH2:10][CH2:11][C:12](=[O:13])[NH2:14])[cH:5][cH:6][cH:7]1.[NH3:15].[OH2:16]>>[c:2]1([NH2:15])[n:3][c:4]([S:8][CH2:9][CH2:10][CH2:11][C:12](=[O:13])[NH2:14])[cH:5][cH:6][cH:7]1.